From a dataset of the Open Reaction Database (ORD), a public repository of structured organic reaction records. describe an organic reaction: reactants, conditions, products, and yield Starting materials: [Al+3], CCOC(=O)C(=Cc1ccccc1)C(=O)c1ccc(Br)s1, CC[N+](=O)[O-], [Cl-], [Cl-], [Cl-]. The product is CCOC(=O)C1C(=O)c2sc(Br)cc2C1c1ccccc1. As a reaction SMILES: [Al+3:25].[Br:1][c:2]1[cH:3][cH:4][c:5]([C:7](=[O:8])[C:9]([C:10](=[O:11])[O:12][CH2:13][CH3:14])=[CH:15][c:16]2[cH:17][cH:18][cH:19][cH:20][cH:21]2)[s:6]1.[CH3:26][CH2:27][N+:28](=[O:29])[O-:30].[Cl-:22].[Cl-:23].[Cl-:24]>>[Br:1][c:2]1[cH:3][c:4]2[c:5]([s:6]1)[C:7](=[O:8])[CH:9]([C:10](=[O:11])[O:12][CH2:13][CH3:14])[CH:15]2[c:16]1[cH:17][cH:18][cH:19][cH:20][cH:21]1. RXN SMILES: [Br:13][c:14]1[c:15]([Cl:19])[s:16][cH:17][cH:18]1.[CH2:25]1[O:26][CH2:27][CH2:28][CH2:29]1.[CH3:1][CH2:2][CH2:3][CH2:4][Li:5].[CH:6]([NH:7][CH:8]([CH3:9])[CH3:10])([CH3:11])[CH3:12].[O:20]=[CH:21][N:22]([CH3:23])[CH3:24]>>[Br:13][c:14]1[c:15]([Cl:19])[s:16][c:17]([CH:21]=[O:20])[cH:18]1. The product is O=Cc1cc(Br)c(Cl)s1. The reactants are Clc1sccc1Br, C1CCOC1, [Li]CCCC, CC(C)NC(C)C, CN(C)C=O. Reactants: C(C)C1=CC=C(N)C=C1 (4-ethylaniline), [N+](=O)(O)[O-] (nitric acid), ice water. Solvent: C(C)(=O)OC(C)=O (acetic anhydride). Run at temperature 10 celsius. Product: C(C)C1=CC(=C(N)C=C1)[N+](=O)[O-] (4-ethyl-2-nitroaniline). As a reaction SMILES: [CH2:1]([C:3]1[CH:9]=[CH:8][C:6]([NH2:7])=[CH:5][CH:4]=1)[CH3:2].[N+:10]([O-])([OH:12])=[O:11]>C(OC(=O)C)(=O)C>[CH2:1]([C:3]1[CH:9]=[CH:8][C:6]([NH2:7])=[C:5]([N+:10]([O-:12])=[O:11])[CH:4]=1)[CH3:2]. Procedure details: To acetic anhydride (160 ml) at room temperature was added 4-ethylaniline (30 g) over 15 minutes with stirring. The mixture was cooled to 10° C. and concentrated nitric acid (45 ml) was added very slowly, keeping the reaction temperature to below 14° C. The mixture was warmed to room temperature over one hour, poured into ice-water and the resultant yellow solid was filtered off and dried. This was added to dioxan (100 ml), followed by 6M hydrochloric acid (100ml), the solution heated to 70° C. ... The reactants are BrC1=CC(=C(N)C(=C1)F)F (4-bromo-2,6-difluoroaniline), NaBO3, CC(=O)O (AcOH), NaBO3, O (H2O), CC(=O)O (AcOH), O (H2O), O (water). Reaction conditions: temperature 70 celsius. The product is BrC=1C=C(C(=C(C1)F)[N+](=O)[O-])F (5-Bromo-1,3-difluoro-2-nitro-benzene). Reaction SMILES: [Br:1][C:2]1[CH:8]=[C:7]([F:9])[C:5]([NH2:6])=[C:4]([F:10])[CH:3]=1.[OH2:11].CC(O)=[O:14]>>[Br:1][C:2]1[CH:8]=[C:7]([F:9])[C:5]([N+:6]([O-:14])=[O:11])=[C:4]([F:10])[CH:3]=1. Reported procedure: A solution of 4-bromo-2,6-difluoroaniline (240 mmol) in AcOH (150 mL) was added dropwise to a suspension of NaBO3.4 H2O (325 mmol) in AcOH (450 mL) at 70° C. during 30 min. Another 2080 mmol of NaBO3.4 H2O were added over 5 h to the mixture. During this period the mixture was stirred at 70° C. The mixture was poured into water and extracted with Et2O. The organic layer was combined with another Et2O solution obtained from another reaction using the same conditions described above. The mixture wa... Reactants: CC(C)Nc1nc2ccc(Br)cc2n2c(=O)[nH]nc12, C1=CCCCC1, CO, CCO, ClC(Cl)Cl. Product: CC(C)Nc1nc2ccccc2n2c(=O)[nH]nc12. RXN SMILES: [Br:1][c:2]1[cH:3][cH:4][c:5]2[n:6][c:7]([NH:16][CH:17]([CH3:18])[CH3:19])[c:8]3[n:9]([c:10]2[cH:11]1)[c:12](=[O:15])[nH:13][n:14]3.[CH2:25]1[CH2:26][CH:27]=[CH:28][CH2:29][CH2:30]1.[CH3:20][OH:21].[CH3:22][CH2:23][OH:24].[CH:31]([Cl:32])([Cl:33])[Cl:34]>>[cH:2]1[cH:3][cH:4][c:5]2[n:6][c:7]([NH:16][CH:17]([CH3:18])[CH3:19])[c:8]3[n:9]([c:10]2[cH:11]1)[c:12](=[O:15])[nH:13][n:14]3.